This data is from the Open Reaction Database (ORD), a public repository of structured organic reaction records. The task is: describe an organic reaction: reactants, conditions, products, and yield Starting materials: C(=O)([O-])[O-].[K+].[K+] (K2CO3), crude product, C(C1=CC=CC=C1)OC(=O)NN[C@H](CC=C)C(C)(C)C ((R)—N′-(1-tert-butyl-but-3-enyl)-hydrazinecarboxylic acid benzyl ester), CC=1C=C(C(=O)Cl)C=C(C1)C (3,5-dimethyl benzoyl chloride). Run in hexanes, C(Cl)Cl (methylene chloride), C(Cl)Cl (methylene chloride). Run at temperature 10 celsius, time 8 hour. The product is C(C1=CC=CC=C1)OC(=O)NN(C(C1=CC(=CC(=C1)C)C)=O)[C@H](CC=C)C(C)(C)C ((R)—N′-(1-tert-butyl-but-3-enyl)-N′-(3,5-dimethyl-benzoyl)-hydrazinecarboxylic acid benzyl ester). Yield: 88.9%. As a reaction SMILES: [CH2:1]([O:8][C:9]([NH:11][NH:12][C@@H:13]([C:17]([CH3:20])([CH3:19])[CH3:18])[CH2:14][CH:15]=[CH2:16])=[O:10])[C:2]1[CH:7]=[CH:6][CH:5]=[CH:4][CH:3]=1.C([O-])([O-])=O.[K+].[K+].[CH3:27][C:28]1[CH:29]=[C:30]([CH:34]=[C:35]([CH3:37])[CH:36]=1)[C:31](Cl)=[O:32]>C(Cl)Cl>[CH2:1]([O:8][C:9]([NH:11][N:12]([C@@H:13]([C:17]([CH3:20])([CH3:19])[CH3:18])[CH2:14][CH:15]=[CH2:16])[C:31](=[O:32])[C:30]1[CH:34]=[C:35]([CH3:37])[CH:36]=[C:28]([CH3:27])[CH:29]=1)=[O:10])[C:2]1[CH:7]=[CH:6][CH:5]=[CH:4][CH:3]=1 |f:1.2.3|. Reported procedure: (R)—N′-(1-tert-butyl-but-3-enyl)-hydrazinecarboxylic acid benzyl ester (110 g, 398 mmoles) and 500 mL of methylene chloride were added to a 2 L round bottom flask with a thermometer and magnetic stirrer. A solution of K2CO3 (82.51 g, 597 mmol in 200 mL deionized water) was subsequently added, and the flask was cooled to ca. 10° C. Neat 3,5-dimethyl benzoyl chloride (73.82 g, 437.8 mmol) was then added slowly over a period of 20 min. 1 L methylene chloride was used to rinse residual acid chloride... Starting materials: CS(C)=O, C[S+](C)(C)=O, CCOC(=O)C=Cc1c(Cl)ccc2nn(C)cc12, [H-], [I-], [Na+], O. Product: CCOC(=O)C1CC1c1c(Cl)ccc2nn(C)cc12. As a reaction SMILES: [CH3:28][S:29](=[O:30])[CH3:31].[CH3:4][S+:5]([CH3:6])([CH3:7])=[O:8].[Cl:9][c:10]1[c:11]([CH:20]=[CH:21][C:22](=[O:23])[O:24][CH2:25][CH3:26])[c:12]2[cH:13][n:14]([CH3:19])[n:15][c:16]2[cH:17][cH:18]1.[H-:1].[I-:3].[Na+:2].[OH2:27]>>[CH2:4]1[CH:20]([c:11]2[c:10]([Cl:9])[cH:18][cH:17][c:16]3[c:12]2[cH:13][n:14]([CH3:19])[n:15]3)[CH:21]1[C:22](=[O:23])[O:24][CH2:25][CH3:26]. The reactants are N#CCc1ccc(B(O)O)cc1, O=C([O-])[O-], CCO, COCCOC, CC(C)n1nc(I)c2c(N)ncnc21, [Na+], [Na+], c1ccc(P(c2ccccc2)(c2ccccc2)[Pd](P(c2ccccc2)(c2ccccc2)c2ccccc2)(P(c2ccccc2)(c2ccccc2)c2ccccc2)P(c2ccccc2)(c2ccccc2)c2ccccc2)cc1. Product: CC(C)n1nc(-c2ccc(CC#N)cc2)c2c(N)ncnc21. RXN SMILES: [C:1](#[N:2])[CH2:3][c:4]1[cH:5][cH:6][c:7]([B:10]([OH:11])[OH:12])[cH:8][cH:9]1.[C:27](=[O:28])([O-:29])[O-:30].[CH3:33][CH2:34][OH:35].[CH3:36][O:37][CH2:38][CH2:39][O:40][CH3:41].[I:13][c:14]1[n:15][n:16]([CH:24]([CH3:25])[CH3:26])[c:17]2[n:18][cH:19][n:20][c:21]([NH2:23])[c:22]12.[Na+:31].[Na+:32].[cH:42]1[cH:43][cH:44][c:45]([P:46]([Pd:47]([P:48]([c:49]2[cH:50][cH:51][cH:52][cH:53][cH:54]2)([c:55]2[cH:56][cH:57][cH:58][cH:59][cH:60]2)[c:61]2[cH:62][cH:63][cH:64][cH:65][cH:66]2)([P:67]([c:68]2[cH:69][cH:70][cH:71][cH:72][cH:73]2)([c:74]2[cH:75][cH:76][cH:77][cH:78][cH:79]2)[c:80]2[cH:81][cH:82][cH:83][cH:84][cH:85]2)[P:86]([c:87]2[cH:88][cH:89][cH:90][cH:91][cH:92]2)([c:93]2[cH:94][cH:95][cH:96][cH:97][cH:98]2)[c:99]2[cH:100][cH:101][cH:102][cH:103][cH:104]2)([c:105]2[cH:106][cH:107][cH:108][cH:109][cH:110]2)[c:111]2[cH:112][cH:113][cH:114][cH:115][cH:116]2)[cH:117][cH:118]1>>[C:1](#[N:2])[CH2:3][c:4]1[cH:5][cH:6][c:7](-[c:14]2[n:15][n:16]([CH:24]([CH3:25])[CH3:26])[c:17]3[n:18][cH:19][n:20][c:21]([NH2:23])[c:22]23)[cH:8][cH:9]1. Starting materials: C(CC(=O)OC(C)C)(=O)OC(C)C (diisopropyl malonate), C(C)(=O)O (acetic acid), N1CCCCC1 (piperidine), CC1=C(N=C(O1)C1=CC=CC=C1)CCOC1=CC=C(C=O)C=C1 (4-[2-(5-methyl-2-phenyl-4-oxazolyl)ethoxy]benzaldehyde). Solvent: C1(=CC=CC=C1)C (toluene). Product: CC1=C(N=C(O1)C1=CC=CC=C1)CCOC1=CC=C(C=C(C(=O)OC(C)C)C(=O)OC(C)C)C=C1 (Diisopropyl 2-[4-[2-(5-methyl-2-phenyl-4-oxazolyl)ethoxy]benzylidene]malonate). The yield is 87.9%. RXN SMILES: [CH3:1][C:2]1[O:6][C:5]([C:7]2[CH:12]=[CH:11][CH:10]=[CH:9][CH:8]=2)=[N:4][C:3]=1[CH2:13][CH2:14][O:15][C:16]1[CH:23]=[CH:22][C:19]([CH:20]=O)=[CH:18][CH:17]=1.[C:24]([O:33][CH:34]([CH3:36])[CH3:35])(=[O:32])[CH2:25][C:26]([O:28][CH:29]([CH3:31])[CH3:30])=[O:27].C(O)(=O)C.N1CCCCC1>C1(C)C=CC=CC=1>[CH3:1][C:2]1[O:6][C:5]([C:7]2[CH:12]=[CH:11][CH:10]=[CH:9][CH:8]=2)=[N:4][C:3]=1[CH2:13][CH2:14][O:15][C:16]1[CH:23]=[CH:22][C:19]([CH:20]=[C:25]([C:26]([O:28][CH:29]([CH3:31])[CH3:30])=[O:27])[C:24]([O:33][CH:34]([CH3:36])[CH3:35])=[O:32])=[CH:18][CH:17]=1. Procedure details: To a solution of 4-[2-(5-methyl-2-phenyl-4-oxazolyl)ethoxy]benzaldehyde (3.07 g, 10 mmol) synthesized according to the method described in WO95/18125 in toluene (40 ml) were added diisopropyl malonate (1.88 g, 10 mmol), acetic acid (300 mg) and piperidine (425 mg). While removing water through Dean-Stark trap, the mixture was refluxed under heating. Eight hours later, toluene was evaporated under reduced pressure. The obtained residue was purified by silica gel column chromatography (developing ...